Dataset: the Open Reaction Database (ORD), a public repository of structured organic reaction records. Task: describe an organic reaction: reactants, conditions, products, and yield Reactants: O=c1c2[nH]cnc2n(-c2cccc([N+](=O)[O-])c2)c(=O)n1Cc1ccccc1, [Cl-], Cl, [Na+], [OH-], O, O. Product: Nc1cccc(-n2c(=O)n(Cc3ccccc3)c(=O)c3[nH]cnc32)c1. RXN SMILES: [CH2:1]([c:2]1[cH:3][cH:4][cH:5][cH:6][cH:7]1)[n:8]1[c:9](=[O:10])[n:11](-[c:19]2[cH:20][c:21]([N+:25]([O-:26])=[O:27])[cH:22][cH:23][cH:24]2)[c:12]2[n:13][cH:14][nH:15][c:16]2[c:17]1=[O:18].[Cl-:30].[ClH:33].[Na+:32].[OH-:31].[OH2:28].[OH2:29]>>[CH2:1]([c:2]1[cH:3][cH:4][cH:5][cH:6][cH:7]1)[n:8]1[c:9](=[O:10])[n:11](-[c:19]2[cH:20][c:21]([NH2:25])[cH:22][cH:23][cH:24]2)[c:12]2[n:13][cH:14][nH:15][c:16]2[c:17]1=[O:18]. Starting materials: C(#N)[BH3-].[Na+] (Sodium cyanoborohydride), Cl.NC1C(N(C2=C(CC1)C=CC=C2)C(C)C(=O)O)=O (3-amino-1-(1-carboxyethyl)-2,3,4,5-tetrahydro-1H-[1]-benzazepin-2-one hydrochloride), C(C1=CC=CC=C1)CC(C(=O)OCC)=O (ethyl benzylpyruvate), Cl (hydrochloric acid). The solvent is CO (methanol), C(C)(=O)O (acetic acid), CO (methanol). Reaction conditions: time 24 hour. The product is Cl.C(=O)(O)C(C)N1C(C(CCC2=C1C=CC=C2)NC(CCC2=CC=CC=C2)C(=O)OCC)=O (1-(1-carboxyethyl)-3-(1-ethoxycarbonyl-3-phenylpropylamino)-2,3,4,5-tetrahydro-1H-[1]-benzazepin-2-one hydrochloride). RXN SMILES: [ClH:1].[NH2:2][CH:3]1[CH2:9][CH2:8][C:7]2[CH:10]=[CH:11][CH:12]=[CH:13][C:6]=2[N:5]([CH:14]([C:16]([OH:18])=[O:17])[CH3:15])[C:4]1=[O:19].[CH2:20]([CH2:27][C:28](=O)[C:29]([O:31][CH2:32][CH3:33])=[O:30])[C:21]1[CH:26]=[CH:25][CH:24]=[CH:23][CH:22]=1.C([BH3-])#N.[Na+].Cl>C(O)(=O)C.CO>[ClH:1].[C:16]([CH:14]([N:5]1[C:6]2[CH:13]=[CH:12][CH:11]=[CH:10][C:7]=2[CH2:8][CH2:9][CH:3]([NH:2][CH:28]([C:29]([O:31][CH2:32][CH3:33])=[O:30])[CH2:27][CH2:20][C:21]2[CH:22]=[CH:23][CH:24]=[CH:25][CH:26]=2)[C:4]1=[O:19])[CH3:15])([OH:18])=[O:17] |f:0.1,3.4,8.9|. Reported procedure: A solution of 3-amino-1-(1-carboxyethyl)-2,3,4,5-tetrahydro-1H-[1]-benzazepin-2-one hydrochloride (3 g) and ethyl benzylpyruvate (6.5 g) in acetic acid (30 ml) and methanol (30 ml) was stirred at room temperature for 1 hour. Sodium cyanoborohydride (0.8 g) in methanol (10 ml) was added over 4 hours. The reaction mixture was stirred at room temperature for 24 hours. Cencentrated hydrochloric acid (2 ml) was added and the mixture was stirred for 1 hour. The solvents were removed at reduced pressur... Reactants: ClC=1C=C(C=C(C1)Cl)C1(CC(=NO1)C1=C2C(=C(S1)C(=O)N[C@H]1C(NCC1)=O)CCCC2)C(F)(F)F (3-(5-(3,5-dichlorophenyl)-5-(trifluoromethyl)-4,5-dihydroisoxazol-3-yl)-N—((R)-2-oxopyrrolidin-3-yl)-4,5,6,7-tetrahydrobenzo[c]thiophene-1-carboxamide), C(=O)=O.CO (CO2 MeOH). Product: ClC=1C=C(C=C(C1)Cl)[C@]1(CC(=NO1)C1=C2C(=C(S1)C(=O)N[C@H]1C(NCC1)=O)CCCC2)C(F)(F)F (3-((R)-5-(3,5-dichlorophenyl)-5-(trifluoromethyl)-4,5-dihydroisoxazol-3-yl)-N—((R)-2-oxo pyrrolidin-3-yl)-4,5,6,7-tetrahydrobenzo[c]thiophene-1-carboxamide), ClC=1C=C(C=C(C1)Cl)[C@@]1(CC(=NO1)C1=C2C(=C(S1)C(=O)N[C@H]1C(NCC1)=O)CCCC2)C(F)(F)F (3-((S)-5-(3,5-dichlorophenyl)-5-(trifluoromethyl)-4,5-dihydroisoxazol-3-yl)-N—((R)-2-oxopyrrolidin-3-yl)-4,5,6,7-tetrahydrobenzo[c]thiophene-1-carboxamide). RXN SMILES: [Cl:1][C:2]1[CH:3]=[C:4]([C:9]2([C:32]([F:35])([F:34])[F:33])[O:13][N:12]=[C:11]([C:14]3[S:18][C:17]([C:19]([NH:21][C@@H:22]4[CH2:26][CH2:25][NH:24][C:23]4=[O:27])=[O:20])=[C:16]4[CH2:28][CH2:29][CH2:30][CH2:31][C:15]=34)[CH2:10]2)[CH:5]=[C:6]([Cl:8])[CH:7]=1.C(=O)=O.CO>>[Cl:8][C:6]1[CH:5]=[C:4]([C@:9]2([C:32]([F:34])([F:33])[F:35])[O:13][N:12]=[C:11]([C:14]3[S:18][C:17]([C:19]([NH:21][C@@H:22]4[CH2:26][CH2:25][NH:24][C:23]4=[O:27])=[O:20])=[C:16]4[CH2:28][CH2:29][CH2:30][CH2:31][C:15]=34)[CH2:10]2)[CH:3]=[C:2]([Cl:1])[CH:7]=1.[Cl:8][C:6]1[CH:5]=[C:4]([C@@:9]2([C:32]([F:34])([F:33])[F:35])[O:13][N:12]=[C:11]([C:14]3[S:18][C:17]([C:19]([NH:21][C@@H:22]4[CH2:26][CH2:25][NH:24][C:23]4=[O:27])=[O:20])=[C:16]4[CH2:28][CH2:29][CH2:30][CH2:31][C:15]=34)[CH2:10]2)[CH:3]=[C:2]([Cl:1])[CH:7]=1 |f:1.2|. Reported procedure: Separate 3-(5-(3,5-dichlorophenyl)-5-(trifluoromethyl)-4,5-dihydroisoxazol-3-yl)-N—((R)-2-oxopyrrolidin-3-yl)-4,5,6,7-tetrahydrobenzo[c]thiophene-1-carboxamide (6.2 g 11.29 mmol) by SFC (Column: Chiralcel OD 250×30 mm I.D., 5 um. Mobile phase: Supercritical CO2/MeOH=60/40, Flow rate: 200 ml/min) to afford two diastereoisomers 3-((R)-5-(3,5-dichlorophenyl)-5-(trifluoromethyl)-4,5-dihydroisoxazol-3-yl)-N—((R)-2-oxo pyrrolidin-3-yl)-4,5,6,7-tetrahydrobenzo[c]thiophene-1-carboxamide (2.7 g, 4.92 mmo... The reactants are c1ccc(COc2ccc3c(c2)CNCC3)cc1, CN(C)Cc1c[nH]c2ncccc12, Cc1ccccc1. The product is c1ccc(COc2ccc3c(c2)CN(Cc2c[nH]c4ncccc24)CC3)cc1. RXN SMILES: [CH2:1]([c:2]1[cH:3][cH:4][cH:5][cH:6][cH:7]1)[O:8][c:9]1[cH:10][cH:11][c:12]2[c:17]([cH:18]1)[CH2:16][NH:15][CH2:14][CH2:13]2.[CH3:19][N:20]([CH3:21])[CH2:22][c:23]1[cH:24][nH:25][c:26]2[n:27][cH:28][cH:29][cH:30][c:31]12.[CH3:32][c:33]1[cH:34][cH:35][cH:36][cH:37][cH:38]1>>[CH2:1]([c:2]1[cH:3][cH:4][cH:5][cH:6][cH:7]1)[O:8][c:9]1[cH:10][cH:11][c:12]2[c:17]([cH:18]1)[CH2:16][N:15]([CH2:22][c:23]1[cH:24][nH:25][c:26]3[n:27][cH:28][cH:29][cH:30][c:31]13)[CH2:14][CH2:13]2.